Dataset: the Open Reaction Database (ORD), a public repository of structured organic reaction records. Task: describe an organic reaction: reactants, conditions, products, and yield The reactants are OCCCCCC(=O)OCC1=CC=CC=C1 (benzyl 6-hydroxyhexanoate), 4-dimethyl amino pyridine, C(C1=CC=CC=C1)(=O)Cl (benzoyl chloride), resultant mixture. The solvent is C(Cl)Cl (methylene chloride). Yields the product C(C1=CC=CC=C1)(=O)OCCCCCC(=O)OCC1=CC=CC=C1 (benzyl 6-benzoyloxyhexanoate). Reaction SMILES: [OH:1][CH2:2][CH2:3][CH2:4][CH2:5][CH2:6][C:7]([O:9][CH2:10][C:11]1[CH:16]=[CH:15][CH:14]=[CH:13][CH:12]=1)=[O:8].[C:17](Cl)(=[O:24])[C:18]1[CH:23]=[CH:22][CH:21]=[CH:20][CH:19]=1>C(Cl)Cl>[C:17]([O:1][CH2:2][CH2:3][CH2:4][CH2:5][CH2:6][C:7]([O:9][CH2:10][C:11]1[CH:16]=[CH:15][CH:14]=[CH:13][CH:12]=1)=[O:8])(=[O:24])[C:18]1[CH:23]=[CH:22][CH:21]=[CH:20][CH:19]=1. Procedure: To a solution of benzyl 6-hydroxyhexanoate (b) (27.37 g) in methylene chloride were added 4-dimethyl amino pyridine (19.5 g) and benzoyl chloride (19.53 g), and the resultant mixture was stirred for 2 hours. The reaction mixture was treated in the conventional manner and was distilled under reduced pressure (1 mmHg, 190°-215° C.) to give the title compound (c). Reactants: O (water), BrC1=CC=C(C(=N1)C(=O)OC)OCCOC1=CC=CC=C1 (methyl 6-bromo-3-(2-phenoxyethoxy)picolinate), CC1(OB(OC1(C)C)C1=CC=C2CCCNC2=C1)C (7-(4,4,5,5-tetramethyl-1,3,2-dioxaborolan-2-yl)-1,2,3,4-tetrahydroquinoline), C(=O)([O-])[O-].[K+].[K+] (K2CO3). The reagents and catalysts are [Br-].C(CCC)[N+](CCCC)(CCCC)CCCC (tetrabutylammonium bromide), Cl[Pd]([P](C1=CC=CC=C1)(C2=CC=CC=C2)C3=CC=CC=C3)([P](C4=CC=CC=C4)(C5=CC=CC=C5)C6=CC=CC=C6)Cl (dichlorobis(triphenylphosphine)palladium(II)). Solvent: CCOC(=O)C (EtOAc), O1CCOCC1 (1,4-dioxane). Yields the product O(C1=CC=CC=C1)CCOC=1C(=NC(=CC1)C1=CC=C2CCCNC2=C1)C(=O)OC (methyl 3-(2-phenoxyethoxy)-6-(1,2,3,4-tetrahydroquinolin-7-yl)picolinate). Yield: 72.4%. As a reaction SMILES: Br[C:2]1[N:7]=[C:6]([C:8]([O:10][CH3:11])=[O:9])[C:5]([O:12][CH2:13][CH2:14][O:15][C:16]2[CH:21]=[CH:20][CH:19]=[CH:18][CH:17]=2)=[CH:4][CH:3]=1.CC1(C)C(C)(C)OB([C:30]2[CH:39]=[C:38]3[C:33]([CH2:34][CH2:35][CH2:36][NH:37]3)=[CH:32][CH:31]=2)O1.C([O-])([O-])=O.[K+].[K+].O>[Br-].C([N+](CCCC)(CCCC)CCCC)CCC.O1CCOCC1.CCOC(C)=O.Cl[Pd](Cl)([P](C1C=CC=CC=1)(C1C=CC=CC=1)C1C=CC=CC=1)[P](C1C=CC=CC=1)(C1C=CC=CC=1)C1C=CC=CC=1>[O:15]([CH2:14][CH2:13][O:12][C:5]1[C:6]([C:8]([O:10][CH3:11])=[O:9])=[N:7][C:2]([C:30]2[CH:39]=[C:38]3[C:33]([CH2:34][CH2:35][CH2:36][NH:37]3)=[CH:32][CH:31]=2)=[CH:3][CH:4]=1)[C:16]1[CH:21]=[CH:20][CH:19]=[CH:18][CH:17]=1 |f:2.3.4,6.7,^1:80,99|. Reported procedure: Methyl 6-bromo-3-(2-phenoxyethoxy)picolinate (27A) (327 mg, 0.93 mmol), 7-(4,4,5,5-tetramethyl-1,3,2-dioxaborolan-2-yl)-1,2,3,4-tetrahydroquinoline (27B) (181 mg, 0.7 mmol), tetrabutylammonium bromide (30 mg, 0.09 mmol), dichlorobis(triphenylphosphine)palladium(II) (26 mg, 0.04 mmol) and K2CO3 (322 mg, 2.33 mmol) were stirred in 1,4-dioxane (2 mL) and water (1 mL) at 90° C. for 45 minutes. The reaction mixture was allowed to cool to rt and diluted with EtOAc (5 ml), washed with H2O, dried over M... Reactants: O=C(Nc1ccnc(F)c1)c1cnc2c(Br)cc(Cl)nn12, O=C(Nc1ccnc(F)c1)c1cnc2c(Br)cc(Cl)nn12, COc1ccc(CNC2CC2)cc1, CCN(C(C)C)C(C)C, O=C(Nc1ccnc(F)c1)c1cnc2c(Cl)cc(Cl)nn12, CN(C)C=O, O. Reaction SMILES: [Br:35][c:36]1[c:37]2[n:38]([c:39]([C:40]([NH:41][c:42]3[cH:43][cH:44][n:45][c:46]([F:47])[cH:48]3)=[O:49])[cH:50][n:51]2)[n:52][c:53]([Cl:54])[cH:55]1.[Br:56][c:57]1[c:58]2[n:59]([c:60]([C:61]([NH:62][c:63]3[cH:64][cH:65][n:66][c:67]([F:68])[cH:69]3)=[O:70])[cH:71][n:72]2)[n:73][c:74]([Cl:75])[cH:76]1.[CH3:1][O:2][c:3]1[cH:4][cH:5][c:6]([CH2:7][NH:8][CH:9]2[CH2:10][CH2:11]2)[cH:12][cH:13]1.[CH:77]([N:78]([CH2:79][CH3:80])[CH:81]([CH3:82])[CH3:83])([CH3:84])[CH3:85].[Cl:14][c:15]1[cH:16][c:17]([Cl:34])[c:18]2[n:19]([n:20]1)[c:21]([C:24](=[O:25])[NH:26][c:27]1[cH:28][c:29]([F:33])[n:30][cH:31][cH:32]1)[cH:22][n:23]2.[O:86]=[CH:87][N:88]([CH3:89])[CH3:90].[OH2:91]>>[CH3:1][O:2][c:3]1[cH:4][cH:5][c:6]([CH2:7][N:8]([CH:9]2[CH2:10][CH2:11]2)[c:17]2[cH:16][c:15]([Cl:14])[n:20][n:19]3[c:18]2[n:23][cH:22][c:21]3[C:24](=[O:25])[NH:26][c:27]2[cH:28][c:29]([F:33])[n:30][cH:31][cH:32]2)[cH:12][cH:13]1. Product: COc1ccc(CN(c2cc(Cl)nn3c(C(=O)Nc4ccnc(F)c4)cnc23)C2CC2)cc1. Starting materials: CC(C)(C)CC(=O)Cl, ClCCl, NCCCO. Yields the product CC(C)(C)CC(=O)NCCCO. Reaction SMILES: [C:6]([CH3:7])([CH3:8])([CH3:9])[CH2:10][C:11](=[O:12])[Cl:13].[Cl:14][CH2:15][Cl:16].[NH2:1][CH2:2][CH2:3][CH2:4][OH:5]>>[NH:1]([CH2:2][CH2:3][CH2:4][OH:5])[C:11]([CH2:10][C:6]([CH3:7])([CH3:8])[CH3:9])=[O:12].